Dataset: the Open Reaction Database (ORD), a public repository of structured organic reaction records. Task: describe an organic reaction: reactants, conditions, products, and yield Starting materials: C(C)OC(C1=C(C=C(C=C1)CC(=O)N1[C@@H]([C@@]([C@@H](C1)CC(C)(C)C)(C#N)C1=C(C=C(C=C1)Cl)F)C1=C(C(=CC=C1)Cl)F)OCC)=O (rac-4-{2-[(2S,3S,4S)-2-(3-chloro-2-fluoro-phenyl)-3-(4-chloro-2-fluoro-phenyl)-3-cyano-4-(2,2-dimethyl-propyl)-pyrrolidin-1-yl]-2-oxo-ethyl}-2-ethoxy-benzoic acid ethyl ester), [Li+].[OH-] (LiOH). The solvent is C1CCOC1.CO (THF MeOH). Run at time 2 hour. Yields the product ClC=1C(=C(C=CC1)[C@H]1N(C[C@H]([C@]1(C#N)C1=C(C=C(C=C1)Cl)F)CC(C)(C)C)C(CC1=CC(=C(C(=O)O)C=C1)OCC)=O)F (rac-4-{2-[(2S,3S,4S)-2-(3-chloro-2-fluoro-phenyl)-3-(4-chloro-2-fluoro-phenyl)-3-cyano-4-(2,2-dimethyl-propyl)-pyrrolidin-1-yl]-2-oxo-ethyl}-2-ethoxy-benzoic acid). Isolated yield 51.0%. As a reaction SMILES: C([O:3][C:4](=[O:45])[C:5]1[CH:10]=[CH:9][C:8]([CH2:11][C:12]([N:14]2[CH2:18][C@@H:17]([CH2:19][C:20]([CH3:23])([CH3:22])[CH3:21])[C@@:16]([C:26]3[CH:31]=[CH:30][C:29]([Cl:32])=[CH:28][C:27]=3[F:33])([C:24]#[N:25])[C@H:15]2[C:34]2[CH:39]=[CH:38][CH:37]=[C:36]([Cl:40])[C:35]=2[F:41])=[O:13])=[CH:7][C:6]=1[O:42][CH2:43][CH3:44])C.[Li+].[OH-]>C1COCC1.CO>[Cl:40][C:36]1[C:35]([F:41])=[C:34]([C@@H:15]2[C@:16]([C:26]3[CH:31]=[CH:30][C:29]([Cl:32])=[CH:28][C:27]=3[F:33])([C:24]#[N:25])[C@H:17]([CH2:19][C:20]([CH3:21])([CH3:22])[CH3:23])[CH2:18][N:14]2[C:12](=[O:13])[CH2:11][C:8]2[CH:9]=[CH:10][C:5]([C:4]([OH:45])=[O:3])=[C:6]([O:42][CH2:43][CH3:44])[CH:7]=2)[CH:39]=[CH:38][CH:37]=1 |f:1.2,3.4|. Reported procedure: To a mixture of rac-4-{2-[(2S,3S,4S)-2-(3-chloro-2-fluoro-phenyl)-3-(4-chloro-2-fluoro-phenyl)-3-cyano-4-(2,2-dimethyl-propyl)-pyrrolidin-1-yl]-2-oxo-ethyl}-2-ethoxy-benzoic acid ethyl ester (50.0 mg, 0.076 mmol) in THF/MeOH (1.2 mL/0.4 mL) was added 4 N LiOH (0.4 mL), and the reaction mixture was stirred at rt for 2 hrs. The reaction mixture was concentrated and quenched with 2 NH2SO4, extracted with EtOAc, and washed with water, brine. The organic phase was separated, and dried over Na2SO4. Th... The reactants are [BH4-], Cn1cc(C(=O)c2cccc(Cl)c2)cc1C(=O)O, CC(=O)O, CCO, [Na+], [Na+], [OH-]. Product: Cn1cc(C(O)c2cccc(Cl)c2)cc1C(=O)O. As a reaction SMILES: [BH4-:21].[CH3:1][n:2]1[c:3]([C:16](=[O:17])[OH:18])[cH:4][c:5]([C:7]([c:8]2[cH:9][c:10]([Cl:14])[cH:11][cH:12][cH:13]2)=[O:15])[cH:6]1.[CH3:23][C:24](=[O:25])[OH:26].[CH3:27][CH2:28][OH:29].[Na+:20].[Na+:22].[OH-:19]>>[CH3:1][n:2]1[c:3]([C:16](=[O:17])[OH:18])[cH:4][c:5]([CH:7]([c:8]2[cH:9][c:10]([Cl:14])[cH:11][cH:12][cH:13]2)[OH:15])[cH:6]1.